Dataset: the Open Reaction Database (ORD), a public repository of structured organic reaction records. Task: describe an organic reaction: reactants, conditions, products, and yield Product: CN(C)C1CCn2c1nc1cc(NC(=O)c3cc4cc(C(F)(F)F)ccc4n3Cc3cccc(F)c3)cnc12. The reactants are O=C([O-])[O-], CN(C)C1CCn2c1nc1cc(Br)cnc12, CCOC(C)=O, I[Cu]I, NC(=O)c1cc2cc(C(F)(F)F)ccc2n1Cc1cccc(F)c1, [K+], [K+], NC1CCCCC1N, C1COCCO1, O. RXN SMILES: [C:41](=[O:42])([O-:43])[O-:44].[CH3:25][N:26]([CH:27]1[CH2:28][CH2:29][n:30]2[c:31]1[n:32][c:33]1[c:34]2[n:35][cH:36][c:37]([Br:39])[cH:38]1)[CH3:40].[CH3:65][CH2:66][O:67][C:68](=[O:69])[CH3:70].[Cu:61]([I:62])[I:63].[F:1][C:2]([c:3]1[cH:4][c:5]2[cH:6][c:7]([C:20](=[O:21])[NH2:22])[n:8]([CH2:12][c:13]3[cH:14][c:15]([F:19])[cH:16][cH:17][cH:18]3)[c:9]2[cH:10][cH:11]1)([F:23])[F:24].[K+:45].[K+:46].[NH2:47][CH:48]1[CH2:49][CH2:50][CH2:51][CH2:52][CH:53]1[NH2:54].[O:55]1[CH2:56][CH2:57][O:58][CH2:59][CH2:60]1.[OH2:64]>>[F:1][C:2]([c:3]1[cH:4][c:5]2[cH:6][c:7]([C:20](=[O:21])[NH:22][c:37]3[cH:36][n:35][c:34]4[n:30]5[c:31]([n:32][c:33]4[cH:38]3)[CH:27]([N:26]([CH3:25])[CH3:40])[CH2:28][CH2:29]5)[n:8]([CH2:12][c:13]3[cH:14][c:15]([F:19])[cH:16][cH:17][cH:18]3)[c:9]2[cH:10][cH:11]1)([F:23])[F:24]. The reactants are [H-].[Na+] (Sodium hydride), C(CCO)O (1,3-propanediol), ClC=1C=C(CNC2=NN=C(C3=CC=C(C=C23)Cl)Cl)C=CC1OC (4-(3-Chloro-4-methoxybenzyl)amino-1,6-dichlorophthalazine). Solvent: O (water). Run at time 1 hour. The product is ClC=1C=C2C(=NN=C(C2=CC1)OCCCO)NCC1=CC(=C(C=C1)OC)Cl (6-Chloro-4-(3-chloro-4-methoxybenzyl)amino-1-(3-hydroxypropyloxy)phthalazine). As a reaction SMILES: [H-].[Na+].[CH2:3]([OH:7])[CH2:4][CH2:5][OH:6].[Cl:8][C:9]1[CH:10]=[C:11]([CH:26]=[CH:27][C:28]=1[O:29][CH3:30])[CH2:12][NH:13][C:14]1[C:23]2[C:18](=[CH:19][CH:20]=[C:21]([Cl:24])[CH:22]=2)[C:17](Cl)=[N:16][N:15]=1>O>[Cl:24][C:21]1[CH:22]=[C:23]2[C:18](=[CH:19][CH:20]=1)[C:17]([O:6][CH2:5][CH2:4][CH2:3][OH:7])=[N:16][N:15]=[C:14]2[NH:13][CH2:12][C:11]1[CH:26]=[CH:27][C:28]([O:29][CH3:30])=[C:9]([Cl:8])[CH:10]=1 |f:0.1|. Procedure: 60% Sodium hydride (0.12 g, 3.0 mmol) was added to 8 ml of 1,3-propanediol. The obtained mixture was stirred at room temperature for one hour, followed by the addition of 1.0 g (2.7 mmol) of the compound prepared in Example 27. The obtained mixture was stirred at 150° C. for one hour, followed by the addition of water. The resulting mixture was extracted with ethyl acetate. The organic phase was washed with water and a saturated aqueous solution of common salt, dried over anhydrous magnesium sul...